From a dataset of the Open Reaction Database (ORD), a public repository of structured organic reaction records. describe an organic reaction: reactants, conditions, products, and yield The reactants are Br (HBr), 2-methoxy-6-phenyl-5-[4-(2-pyrrolidin-1-yl-ehtoxy)-phenyl]-5,6,7,8-tetrahydro-naphthalen-1-ol, COC1=C(C=CC=2C(C(CCC12)C1=CC=CC=C1)C1=CC=C(C=C1)OCCN1CCCC1)O (1-methoxy-6-phenyl-5-[4-(2-pyrroldin-1-yl-ethoxy)-phenyl]-5,6,7,8-tetrahydro-naphthalen-2-ol), CC(=O)O (HOAc). Yields the product COC1=C2CCC(C(C2=CC=C1OC)C1=CC=C(OCCN2CCCC2)C=C1)C1=CC=CC=C1 (1-{2-[4-(5,6-dimethoxy-2-phenyl-1,2,3,4-tetrahydro-naphthalen-1-yl)-phenoxy]-ethyl}-pyrrolidine), mixture. As a reaction SMILES: Br.[CH3:2][O:3][C:4]1[C:13]2[CH2:12][CH2:11][CH:10]([C:14]3[CH:19]=[CH:18][CH:17]=[CH:16][CH:15]=3)[CH:9]([C:20]3[CH:25]=[CH:24][C:23]([O:26][CH2:27][CH2:28][N:29]4[CH2:33][CH2:32][CH2:31][CH2:30]4)=[CH:22][CH:21]=3)[C:8]=2[CH:7]=[CH:6][C:5]=1[OH:34].[CH3:35]C(O)=O>>[CH3:2][O:3][C:4]1[C:5]([O:34][CH3:35])=[CH:6][CH:7]=[C:8]2[C:13]=1[CH2:12][CH2:11][CH:10]([C:14]1[CH:19]=[CH:18][CH:17]=[CH:16][CH:15]=1)[CH:9]2[C:20]1[CH:25]=[CH:24][C:23]([O:26][CH2:27][CH2:28][N:29]2[CH2:33][CH2:32][CH2:31][CH2:30]2)=[CH:22][CH:21]=1. Procedure: Using a procedure analogous to Example 5, from 2.3 g (0.005 mole) of 1-{2-[4-(5,6-dimethoxy-2-phenyl-1,2,3,4-tetrahydro-naphthalen-1-yl)-phenoxy]-ethyl}-pyrrolidine, 80 ml of HOAc and 80 ml of 48% aqueous HBr, was obtained 650 mg of a mixture of 2-methoxy-6-phenyl-5-[4-(2-pyrrolidin-1-yl-ehtoxy)-phenyl]-5,6,7,8-tetrahydro-naphthalen-1-ol and 1-methoxy-6-phenyl-5-[4-(2-pyrroldin-1-yl-ethoxy)-phenyl]-5,6,7,8-tetrahydro-naphthalen-2-ol. Starting materials: CC(C)(C)S(=O)N (2-methyl-2-propanesulfinamide), C1(CC1)CC1(CCC2(OCCO2)CC1)C=O (8-cyclopropylmethyl-1,4-dioxa-spiro[4.5]decane-8-carbaldehyde), O (water). The reagents and catalysts are [O-]CC.[Ti+4].[O-]CC.[O-]CC.[O-]CC (titanium(IV) ethoxide). Solvent: O1CCCC1 (tetrahydrofuran). Run at time 5 hour. Product: C1(CC1)CC1(CCC2(OCCO2)CC1)C=NS(=O)C(C)(C)C (2-Methyl-propane-2-sulfinic acid 1-(8-cyclopropylmethyl-1,4-dioxa-spiro[4.5]dec-8-yl)-methylideneamide). RXN SMILES: [CH:1]1([CH2:4][C:5]2([CH:15]=O)[CH2:14][CH2:13][C:8]3([O:12][CH2:11][CH2:10][O:9]3)[CH2:7][CH2:6]2)[CH2:3][CH2:2]1.[CH3:17][C:18]([S:21]([NH2:23])=[O:22])([CH3:20])[CH3:19].O>O1CCCC1.[O-]CC.[Ti+4].[O-]CC.[O-]CC.[O-]CC>[CH:1]1([CH2:4][C:5]2([CH:15]=[N:23][S:21]([C:18]([CH3:20])([CH3:19])[CH3:17])=[O:22])[CH2:6][CH2:7][C:8]3([O:9][CH2:10][CH2:11][O:12]3)[CH2:13][CH2:14]2)[CH2:2][CH2:3]1 |f:4.5.6.7.8|. Reported procedure: The crude aldehyde was dissolved in tetrahydrofuran (40 mL) and 2-methyl-2-propanesulfinamide (1.81 g, 14.9 mmol, 1.1 eq.) and titanium(IV) ethoxide (4.27 mL, 20.3 mmol, 1.5 eq.) were added. The resulting mixture was stirred for 5 h under reflux and 16 h at room temperature, before being treated with water (10 mL) and filtered through celite. The filter cake was washed with ethyl acetate, the aqueous layer was separated and extracted twice with ethyl acetate. The combined organic layers were dri... The reactants are CCOC(=O)C(C)(O)c1cnc(N)c(OCC)c1, O=C(Cl)c1cc2cc(Cl)sc2[nH]1. Product: CCOC(=O)C(C)(O)c1cnc(NC(=O)c2cc3cc(Cl)sc3[nH]2)c(OCC)c1. Reaction SMILES: [CH2:13]([CH3:14])[O:15][C:16]([C:17]([CH3:18])([OH:19])[c:20]1[cH:21][n:22][c:23]([NH2:29])[c:24]([O:26][CH2:27][CH3:28])[cH:25]1)=[O:30].[Cl:1][c:2]1[cH:3][c:4]2[c:5]([nH:6][c:7]([C:9](=[O:10])[Cl:11])[cH:8]2)[s:12]1>>[Cl:1][c:2]1[cH:3][c:4]2[c:5]([nH:6][c:7]([C:9](=[O:10])[NH:29][c:23]3[n:22][cH:21][c:20]([C:17]([C:16]([O:15][CH2:13][CH3:14])=[O:30])([CH3:18])[OH:19])[cH:25][c:24]3[O:26][CH2:27][CH3:28])[cH:8]2)[s:12]1. The reactants are COC(C1=CC(=C(C=C1)Br)C)=O (methyl-4-bromo-3-methylbenzoate). Run in [OH-].[Na+] (NaOH), C1CCOC1 (THF). Conditions: time 16 hour. The product is BrC1=C(C=C(C(=O)O)C=C1)C (4-bromo-3-methyl-benzoic acid). Reaction SMILES: C[O:2][C:3](=[O:12])[C:4]1[CH:9]=[CH:8][C:7]([Br:10])=[C:6]([CH3:11])[CH:5]=1>[OH-].[Na+].C1COCC1>[Br:10][C:7]1[CH:8]=[CH:9][C:4]([C:3]([OH:12])=[O:2])=[CH:5][C:6]=1[CH3:11] |f:1.2|. Reported procedure: A mixture of methyl-4-bromo-3-methylbenzoate (400 mg) in 2N NaOH aqueous solution (3 mL) and THF (5 mL) was stirred at room temperature for 16 h. The mixture was washed with Et2O. The aqueous layer was acidified with 4N HCl aqueous solution, extracted with EtOAc. The organic extracts were dried over Na2SO4, filtered and concentrated under reduced pressure to give 4-bromo-3-methyl-benzoic acid as white powder: MS (m/z) 215 (M+1); 1H NMR (CD3OD, 400 MHz) δ 7.95 (s, 1H), 7.76 (d, 1H), 7.64 (d, 1H),...